Dataset: the Open Reaction Database (ORD), a public repository of structured organic reaction records. Task: describe an organic reaction: reactants, conditions, products, and yield Reactants: ketone, C1(=CC=C(C=C1)S(=O)(=O)O)C (para-toluenesulphonic acid), C1(CCCCC1)=O (cyclohexanone), N1CCCC1 (pyrrolidine), enamine. Solvent: C1=CC=CC=C1 (benzene). Product: C1(=CCCCC1)N1CCCC1 (1-(1-Cyclohexen-1-yl)pyrrolidine). RXN SMILES: [C:1]1(C)[CH:6]=[CH:5][C:4](S(O)(=O)=O)=[CH:3][CH:2]=1.C1(=O)CCCCC1.[NH:19]1[CH2:23][CH2:22][CH2:21][CH2:20]1>C1C=CC=CC=1>[C:1]1([N:19]2[CH2:23][CH2:22][CH2:21][CH2:20]2)[CH2:2][CH2:3][CH2:4][CH2:5][CH:6]=1. Reported procedure: 1 g of para-toluenesulphonic acid is added to a mixture of 20 mmol of cyclohexanone and 22 mmol of pyrrolidine in 200 ml of dry benzene. The reaction mixture is stirred at reflux until, in the infra-red, the ketone has disappeared, with the enamine concomitantly appearing. The solvent is then evaporated off and the crude residue is purified by distillation in vacuo. Reaction SMILES: FC(F)(F)C1C=C[C:6]([C:7](O)=[O:8])=[CH:5]C=1.[NH2:14][C:15]1[CH:16]=[CH:17][C:18]([O:21][C:22]2[CH:27]=[CH:26][C:25](C(O)C)=[CH:24][CH:23]=2)=[N:19][CH:20]=1>>[NH2:14][C:15]1[CH:16]=[CH:17][C:18]([O:21][C:22]2[CH:23]=[CH:24][CH:25]=[C:26]3[C:27]=2[CH2:5][CH2:6][C:7]3=[O:8])=[N:19][CH:20]=1. Starting materials: FC(C1=CC=C(C(=O)O)C=C1)(F)F (4-(trifluoromethyl)benzoic acid), NC=1C=CC(=NC1)OC1=CC=C(C=C1)C(C)O (1-{4-[(5-amino-2-pyridinyl)oxy]phenyl)-1-ethanol). Procedure details: According to the same manner as that described in Example 1 except for using an equimolar amount of 4-(trifluoromethyl)benzoic acid in place of 3,4-dichloro benzoic acid and using an equimolar amount of 1-{4-[(5-amino-2-pyridinyl)oxy]phenyl)-1-ethanol obtained in Reference Example 37 in place of 4-[(5-amino-2-pyridinyl)oxy]-1-indanone, the reaction was carried out to obtain the titled compound. The product is NC=1C=CC(=NC1)OC1=C2CCC(C2=CC=C1)=O (4-[(5-amino-2-pyridinyl)oxy]-1-indanone).